This data is from the Open Reaction Database (ORD), a public repository of structured organic reaction records. The task is: describe an organic reaction: reactants, conditions, products, and yield Reactants: COC(=O)CCCCCCCn1c(=O)oc2ccc([N+](=O)[O-])cc21, CO, [Na+], [Na+], O, O=S([O-])S(=O)[O-]. The product is COC(=O)CCCCCCCn1c(=O)oc2ccc(N)cc21. RXN SMILES: [CH3:1][O:2][C:3]([CH2:4][CH2:5][CH2:6][CH2:7][CH2:8][CH2:9][CH2:10][n:11]1[c:12](=[O:23])[o:13][c:14]2[c:15]1[cH:16][c:17]([N+:20]([O-:21])=[O:22])[cH:18][cH:19]2)=[O:24].[CH3:25][OH:26].[Na+:33].[Na+:34].[OH2:35].[S:27]([S:28]([O-:29])=[O:30])([O-:31])=[O:32]>>[CH3:1][O:2][C:3]([CH2:4][CH2:5][CH2:6][CH2:7][CH2:8][CH2:9][CH2:10][n:11]1[c:12](=[O:23])[o:13][c:14]2[c:15]1[cH:16][c:17]([NH2:20])[cH:18][cH:19]2)=[O:24]. Starting materials: C(C)NC1=NN(C2=C1C=NC(=C2)NC(=O)N[C@H](C)C2=CC=CC=C2)C(C2=CC=CC=C2)(C2=CC=CC=C2)C2=CC=CC=C2 ((R)-1-(3-(ethylamino)-1-trityl-1H-pyrazolo[4,3-c]pyridin-6-yl)-3-(1-phenylethyl)urea), CCN(C(C)C)C(C)C (DIEA), C(C)(=O)Cl (Acetyl chloride), C(=O)(C(F)(F)F)O (TFA), C(C)[SiH](CC)CC (triethylsilane). Run in C(Cl)Cl (DCM). Conditions: temperature 0 celsius, time 1 hour. The product is C(C)N(C(C)=O)C1=NNC2=C1C=NC(=C2)NC(=O)N[C@H](C)C2=CC=CC=C2 ((R)—N-ethyl-N-(6-(3-(1-phenylethyl)ureido)-1H-pyrazolo[4,3-c]pyridin-3-yl)acetamide). Reaction SMILES: [CH2:1]([NH:3][C:4]1[C:8]2[CH:9]=[N:10][C:11]([NH:13][C:14]([NH:16][C@@H:17]([C:19]3[CH:24]=[CH:23][CH:22]=[CH:21][CH:20]=3)[CH3:18])=[O:15])=[CH:12][C:7]=2[N:6](C(C2C=CC=CC=2)(C2C=CC=CC=2)C2C=CC=CC=2)[N:5]=1)[CH3:2].CCN(C(C)C)C(C)C.[C:53](Cl)(=[O:55])[CH3:54].C(O)(C(F)(F)F)=O.C([SiH](CC)CC)C>C(Cl)Cl>[CH2:1]([N:3]([C:4]1[C:8]2[CH:9]=[N:10][C:11]([NH:13][C:14]([NH:16][C@@H:17]([C:19]3[CH:20]=[CH:21][CH:22]=[CH:23][CH:24]=3)[CH3:18])=[O:15])=[CH:12][C:7]=2[NH:6][N:5]=1)[C:53](=[O:55])[CH3:54])[CH3:2]. Procedure details: (R)-1-(3-(Ethylamino)-1-trityl-1H-pyrazolo[4,3-c]pyridin-6-yl)-3-(1-phenylethyl)urea (Example 2, Step 2; 680 mg, 1.198 mmol) was dissolved in DCM (20 mL), charged with DIEA (0.42 mL, 2.396 mmol), and cooled to 0° C. Acetyl chloride (0.095 mL, 1.318 mmol) was added drop-wise and the reaction was warmed to room temperature and stirred for 1 h. The reaction was charged with TFA (2.3 mL, 30.0 mmol) and triethylsilane (0.20 mL, 1.198 mmol) and stirred for 1 h at room temperature. The solvents were re... Product: CC1(NCC(O)c2ccc3nnnn3c2)CCC1. Reactants: CC1(N)CCC1, CCO, c1cc2nnnn2cc1C1CO1. As a reaction SMILES: [CH3:13][C:14]1([NH2:18])[CH2:15][CH2:16][CH2:17]1.[CH3:19][CH2:20][OH:21].[n:1]1[n:2][n:3][n:4]2[c:5]1[cH:6][cH:7][c:8]([CH:10]1[O:11][CH2:12]1)[cH:9]2>>[n:1]1[n:2][n:3][n:4]2[c:5]1[cH:6][cH:7][c:8]([CH:10]([OH:11])[CH2:12][NH:18][C:14]1([CH3:13])[CH2:15][CH2:16][CH2:17]1)[cH:9]2. The reactants are BrC=1C=CC(=C(C1)[C@@]12N=C(SC[C@@H]1C[C@@H](OC2)C=2C=NN(C2)C)NC(C2=CC=CC=C2)=O)F (N-[(4aR,6R,8aS)-8a-(5-Bromo-2-fluorophenyl)-6-(1-methyl-1H-pyrazol-4-yl)-4,4a,5,6,8,8a-hexahydropyrano[3,4-d][1,3]thiazin-2-yl]benzamide), C(#N)C=1C=CC(=C(C1)[C@@]12N=C(SC[C@@H]1C[C@@H](OC2)C2=CC(=NO2)C)NC(C2=CC=CC=C2)=O)F (N-[(4aR,6R,8aS)-8a-(5-cyano-2-fluorophenyl)-6-(3-methyl-1,2-oxazol-5-yl)-4,4a,5,6,8,8a-hexahydropyrano[3,4-d][1,3]thiazin-2-yl]benzamide). The product is C(#N)C=1C=CC(=C(C1)[C@@]12N=C(SC[C@@H]1C[C@@H](OC2)C=2C=NN(C2)C)NC(C2=CC=CC=C2)=O)F (N-[(4aR,6R,8aS)-8a-(5-cyano-2-fluorophenyl)-6-(1-methyl-1H-pyrazol-4-yl)-4,4a,5,6,8,8a-hexahydropyrano[3,4-d][1,3]thiazin-2-yl]benzamide). Reaction SMILES: Br[C:2]1[CH:3]=[CH:4][C:5]([F:33])=[C:6]([C@:8]23[CH2:17][O:16][C@@H:15]([C:18]4[CH:19]=[N:20][N:21]([CH3:23])[CH:22]=4)[CH2:14][C@H:13]2[CH2:12][S:11][C:10]([NH:24][C:25](=[O:32])[C:26]2[CH:31]=[CH:30][CH:29]=[CH:28][CH:27]=2)=[N:9]3)[CH:7]=1.[C:34](C1C=CC(F)=C([C@]23CO[C@@H](C4ON=C(C)C=4)C[C@H]2CSC(NC(=O)C2C=CC=CC=2)=N3)C=1)#[N:35]>>[C:34]([C:2]1[CH:3]=[CH:4][C:5]([F:33])=[C:6]([C@:8]23[CH2:17][O:16][C@@H:15]([C:18]4[CH:19]=[N:20][N:21]([CH3:23])[CH:22]=4)[CH2:14][C@H:13]2[CH2:12][S:11][C:10]([NH:24][C:25](=[O:32])[C:26]2[CH:27]=[CH:28][CH:29]=[CH:30][CH:31]=2)=[N:9]3)[CH:7]=1)#[N:35]. Reported procedure: N-[(4aR,6R,8aS)-8a-(5-Bromo-2-fluorophenyl)-6-(1-methyl-1H-pyrazol-4-yl)-4,4a,5,6,8,8a-hexahydropyrano[3,4-d][1,3]thiazin-2-yl]benzamide (C46) was converted to the product using the method described for synthesis of N-[(4aR,6R,8aS)-8a-(5-cyano-2-fluorophenyl)-6-(3-methyl-1,2-oxazol-5-yl)-4,4a,5,6,8,8a-hexahydropyrano[3,4-d][1,3]thiazin-2-yl]benzamide (C37) as in Example 10. The product was obtained as a white solid. Yield: 265 mg, 98%. LCMS m/z 476.2 [M+H+]. 1H NMR (400 MHz, CD3OD) characteristi...